From a dataset of the Open Reaction Database (ORD), a public repository of structured organic reaction records. describe an organic reaction: reactants, conditions, products, and yield Reactants: FC1=CC=C(C=C1)C(O)(C1CCNCC1)C1=CC=C(C=C1)F (α,α-bis(4-fluorophenyl)-4-piperidine methanol), ClCCC(=O)N(C1=CC=CC=C1)C1=CC=CC=C1 (3-chloro-N,N-diphenylpropanamide), C([O-])([O-])=O.[Na+].[Na+] (sodium carbonate), O (water). Reagents/catalysts: [I-].[K+] (potassium iodide). Run in CN(C=O)C (N,N-dimethylformamide). Reaction conditions: time 3 hour. Product: FC1=CC=C(C=C1)C(C1CCN(CC1)CCC(=O)N(C1=CC=CC=C1)C1=CC=CC=C1)(O)C1=CC=C(C=C1)F (4-[Bis(4-fluorophenyl)hydroxymethyl]-N,N-diphenyl-1-piperidinepropanamide). Yield: 88.8%. Reaction SMILES: [F:1][C:2]1[CH:7]=[CH:6][C:5]([C:8]([C:16]2[CH:21]=[CH:20][C:19]([F:22])=[CH:18][CH:17]=2)([CH:10]2[CH2:15][CH2:14][NH:13][CH2:12][CH2:11]2)[OH:9])=[CH:4][CH:3]=1.Cl[CH2:24][CH2:25][C:26]([N:28]([C:35]1[CH:40]=[CH:39][CH:38]=[CH:37][CH:36]=1)[C:29]1[CH:34]=[CH:33][CH:32]=[CH:31][CH:30]=1)=[O:27].C(=O)([O-])[O-].[Na+].[Na+].O>CN(C)C=O.[I-].[K+]>[F:1][C:2]1[CH:7]=[CH:6][C:5]([C:8]([C:16]2[CH:17]=[CH:18][C:19]([F:22])=[CH:20][CH:21]=2)([OH:9])[CH:10]2[CH2:11][CH2:12][N:13]([CH2:24][CH2:25][C:26]([N:28]([C:35]3[CH:40]=[CH:39][CH:38]=[CH:37][CH:36]=3)[C:29]3[CH:34]=[CH:33][CH:32]=[CH:31][CH:30]=3)=[O:27])[CH2:14][CH2:15]2)=[CH:4][CH:3]=1 |f:2.3.4,7.8|. Reported procedure: A mixture of 12.0 g (0.040 mole) of α,α-bis(4-fluorophenyl)-4-piperidine methanol, 10.3 g (0.040 mole) of 3-chloro-N,N-diphenylpropanamide, 17.0 g (0.160 mole) of anhydrous sodium carbonate and 0.3 g (0.002 mole) of potassium iodide in 100 ml of N,N-dimethylformamide was heated on a steam bath for 16 h. The mixture was poured into 2 L of water and a solid precipitated. After standing 3 h, the solid was collected by filtration, washed with water, dried and recrystallized from benzene-petroleum et... The reactants are [Al+3], CCOC(C)=O, [H-], [H-], [H-], [H-], [Li+], CCOC(=O)c1ccc2nc(N)oc2c1, C1CCOC1, O. The product is Nc1nc2ccc(CO)cc2o1. RXN SMILES: [Al+3:17].[CH3:23][CH2:24][O:25][C:26](=[O:27])[CH3:28].[H-:16].[H-:19].[H-:20].[H-:21].[Li+:18].[NH2:1][c:2]1[o:3][c:4]2[c:5]([n:6]1)[cH:7][cH:8][c:9]([C:11](=[O:12])[O:13][CH2:14][CH3:15])[cH:10]2.[O:29]1[CH2:30][CH2:31][CH2:32][CH2:33]1.[OH2:22]>>[NH2:1][c:2]1[o:3][c:4]2[c:5]([n:6]1)[cH:7][cH:8][c:9]([CH2:11][OH:12])[cH:10]2.